This data is from the Open Reaction Database (ORD), a public repository of structured organic reaction records. The task is: describe an organic reaction: reactants, conditions, products, and yield The reactants are CC(=O)O, N, CC1CCC(C(C)C)C(C(=O)NCC(=O)c2ccccc2)C1. Yields the product CC1CCC(C(C)C)C(C(=O)NCC(N)c2ccccc2)C1. As a reaction SMILES: [CH3:24][C:25](=[O:26])[OH:27].[NH3:23].[O:1]=[C:2]([CH2:3][NH:4][C:5](=[O:6])[CH:7]1[CH:8]([CH:14]([CH3:15])[CH3:16])[CH2:9][CH2:10][CH:11]([CH3:13])[CH2:12]1)[c:17]1[cH:18][cH:19][cH:20][cH:21][cH:22]1>>[CH:2]([CH2:3][NH:4][C:5](=[O:6])[CH:7]1[CH:8]([CH:14]([CH3:15])[CH3:16])[CH2:9][CH2:10][CH:11]([CH3:13])[CH2:12]1)([c:17]1[cH:18][cH:19][cH:20][cH:21][cH:22]1)[NH2:23]. Reactants: ice, C(C)OC=1C=C(C(=O)O)C=CC1OCC (3,4-diethoxybenzoic acid), C(C1=CC=CC=C1)(=O)O (benzoic acid), S(O)(O)(=O)=O (sulfuric acid), O=CC(Cl)(Cl)Cl (chloral), O=CC(Cl)(Cl)Cl (chloral), O=CC(Cl)(Cl)Cl (chloral). Run in O (water). Conditions: temperature 25 celsius, time 2 hour. Product: OC=1C=C2C(OC(=O)C2=CC1OCC)C(Cl)(Cl)Cl (5-Hydroxy-6-ethoxy-3-(trichloromethyl)phthalide). Yield: 13.2%. RXN SMILES: [CH2:1]([O:3][C:4]1[CH:5]=[C:6]([CH:10]=[CH:11][C:12]=1[O:13]CC)[C:7]([OH:9])=[O:8])[CH3:2].S(=O)(=O)(O)O.O=[CH:22][C:23]([Cl:26])([Cl:25])[Cl:24].C(O)(=O)C1C=CC=CC=1>O>[OH:13][C:12]1[CH:11]=[C:10]2[C:6](=[CH:5][C:4]=1[O:3][CH2:1][CH3:2])[C:7](=[O:8])[O:9][CH:22]2[C:23]([Cl:26])([Cl:25])[Cl:24]. Procedure details: To a stirred solution of 16.8 g (80 mmoles) of 3,4-diethoxybenzoic acid in 100 ml. of concentrated sulfuric acid were added dropwise over thirty minutes 16 g (110 mmoles) of chloral. The reaction mixture was stirred at 25° C. for twelve hours. Thin layer chromatographic analysis indicated two components, one of which appeared to be the starting benzoic acid. Six grams of chloral were added to the reaction mixture and stirring was continued for two hours. An additional 10 g of chloral were added ... Reactants: C(C)(=O)[O-].[Na+] (sodium acetate), BrC(C(=O)C(F)(F)F)Br (1,1-dibromo-3,3,3-trifluoroacetone), FC1=CC2=C(N(C(CO2)=O)CC#C)C=C1NN (7-fluoro-6-hydrazino-4-propargyl-2H-1,4-benzoxazin-3-one). Solvent: O (water). Run at time 30 minute. Product: FC1=CC2=C(N(C(CO2)=O)CC#C)C=C1NN=CC(C(F)(F)F)=O (7-fluoro-6-trifluoroacetylmethylidenhydrazino-4-propargyl-2H-1,4-benzoxazin-3-one). RXN SMILES: C([O-])(=O)C.[Na+].Br[CH:7](Br)[C:8]([C:10]([F:13])([F:12])[F:11])=[O:9].[F:15][C:16]1[C:29]([NH:30][NH2:31])=[CH:28][C:19]2[N:20]([CH2:25][C:26]#[CH:27])[C:21](=[O:24])[CH2:22][O:23][C:18]=2[CH:17]=1>O>[F:15][C:16]1[C:29]([NH:30][N:31]=[CH:7][C:8](=[O:9])[C:10]([F:13])([F:12])[F:11])=[CH:28][C:19]2[N:20]([CH2:25][C:26]#[CH:27])[C:21](=[O:24])[CH2:22][O:23][C:18]=2[CH:17]=1 |f:0.1|. Reported procedure: To a mixed solution of 8.0 g (97.2 mmol) of sodium acetate and 50 ml of water was added under ice cooling 6.6 g (24.3 mmol) of 1,1-dibromo-3,3,3-trifluoroacetone, and the reaction was allowed to proceed at 80° C. for 30 minutes. Then, the reaction mixture was cooled to 0° C., to which 4.4 g (18.7 mmol) of 7-fluoro-6-hydrazino-4-propargyl-2H-1,4-benzoxazin-3-one was added, and the reaction mixture was stirred at room temperature for 2 hours. The precipitated crystals were collected by filtration,... The reactants are CCCN(CCC)CC1CCCCN1CCN, Cn1cc(Cl)c2c1C(=O)Nc1ccccc1N2C(=O)Cl. Yields the product CCCN(CCC)CC1CCCCN1CCNC(=O)N1c2ccccc2NC(=O)c2c1c(Cl)cn2C. RXN SMILES: [CH2:21]([CH2:22][CH3:23])[N:24]([CH2:25][CH2:26][CH3:27])[CH2:28][CH:29]1[N:30]([CH2:35][CH2:36][NH2:37])[CH2:31][CH2:32][CH2:33][CH2:34]1.[Cl:1][c:2]1[cH:3][n:4]([CH3:20])[c:5]2[c:6]1[N:7]([C:17](=[O:18])[Cl:19])[c:8]1[c:9]([cH:13][cH:14][cH:15][cH:16]1)[NH:10][C:11]2=[O:12]>>[Cl:1][c:2]1[cH:3][n:4]([CH3:20])[c:5]2[c:6]1[N:7]([C:17](=[O:18])[NH:37][CH2:36][CH2:35][N:30]1[CH:29]([CH2:28][N:24]([CH2:21][CH2:22][CH3:23])[CH2:25][CH2:26][CH3:27])[CH2:34][CH2:33][CH2:32][CH2:31]1)[c:8]1[c:9]([cH:13][cH:14][cH:15][cH:16]1)[NH:10][C:11]2=[O:12]. Starting materials: solution, BrBr (Br2), solution, BrBr (Br2), BrC=1C=C2C(=C(NC2=CC1)C(=O)OCC)S(=O)(=O)N1CCOCC1 (Ethyl 5-bromo-3-(morpholin-4-ylsulfonyl)-1H-indole-2-carboxylate), C(C)(=O)[O-].[Na+] (sodium acetate), solution, BrBr (Br2). Run in C(C)(=O)O (acetic acid), C(C)(=O)O (acetic acid), C(C)(=O)O (acetic acid). Reaction conditions: time 3 hour. Product: BrC=1C=C2C(=C(NC2=CC1Br)C(=O)OCC)S(=O)(=O)N1CCOCC1 (Ethyl 5,6-dibromo-3-(morpholin-4-ylsulfonyl)-1H-indole-2-carboxylate). RXN SMILES: [Br:1][C:2]1[CH:3]=[C:4]2[C:8](=[CH:9][CH:10]=1)[NH:7][C:6]([C:11]([O:13][CH2:14][CH3:15])=[O:12])=[C:5]2[S:16]([N:19]1[CH2:24][CH2:23][O:22][CH2:21][CH2:20]1)(=[O:18])=[O:17].C([O-])(=O)C.[Na+].[Br:30]Br>C(O)(=O)C>[Br:1][C:2]1[CH:3]=[C:4]2[C:8](=[CH:9][C:10]=1[Br:30])[NH:7][C:6]([C:11]([O:13][CH2:14][CH3:15])=[O:12])=[C:5]2[S:16]([N:19]1[CH2:24][CH2:23][O:22][CH2:21][CH2:20]1)(=[O:17])=[O:18] |f:1.2|. Procedure details: Ethyl 5-bromo-3-(morpholin-4-ylsulfonyl)-1H-indole-2-carboxylate (108 mg, 0.26 mmol, 1.0 equiv) and sodium acetate (64 mg, 0.78 mmol, 3.0 equiv) were dissolved in 2 mL of acetic acid. A 1 mL solution of Br2 (41 mg, 0.26 mmol, 1.0 equiv) in acetic acid was added dropwise to the mixture and was stirred for 3 hours at ambient temperature, after which the vessel was heated at 50° C. for 18 hours. An additional 1 mL solution of Br2 (41 mg, 0.26 mmol, 1.0 equiv) in acetic acid was added dropwise to th...